The task is: describe an organic reaction: reactants, conditions, products, and yield. This data is from the Open Reaction Database (ORD), a public repository of structured organic reaction records. Reactants: C(C)(C)(C)C=1C=C(C=C(C1O)C(C)(C)C)C(CC(CC)(CC)O)=O (1-(3,5-Di-tert-butyl-4-hydroxyphenyl)-3-hydroxy-3-ethyl-pentan-1-one), Cl (hydrogen chloride). Run in C(C)OCC (ethyl ether). Run at time 10 hour. Product: C(C)(C)(C)C=1C=C(C=C(C1O)C(C)(C)C)C(CC(CC)(CC)Cl)=O (1-(3,5-di-tert-butyl-4-hydroxyphenyl)-3-chloro-3-ethyl-pentan-1-one). As a reaction SMILES: [C:1]([C:5]1[CH:6]=[C:7]([C:16](=[O:24])[CH2:17][C:18](O)([CH2:21][CH3:22])[CH2:19][CH3:20])[CH:8]=[C:9]([C:12]([CH3:15])([CH3:14])[CH3:13])[C:10]=1[OH:11])([CH3:4])([CH3:3])[CH3:2].[ClH:25]>C(OCC)C>[C:1]([C:5]1[CH:6]=[C:7]([C:16](=[O:24])[CH2:17][C:18]([Cl:25])([CH2:21][CH3:22])[CH2:19][CH3:20])[CH:8]=[C:9]([C:12]([CH3:15])([CH3:14])[CH3:13])[C:10]=1[OH:11])([CH3:4])([CH3:3])[CH3:2]. Reported procedure: 1-(3,5-Di-tert-butyl-4-hydroxyphenyl)-3-hydroxy-3-ethyl-pentan-1-one (prepared by method analogous to that of Example 1) (1.6 g) is dissolved in dry 1N hydrogen chloride solution in ethyl ether (50 mL) and the mixture is stirred at ambient temperature for 10 hours. The solution is washed three times with water, dried over anhydrous sodium sulfate and the solvent is removed under reduced pressure. The crude product is crystallized twice from petroleum ether to give 1-(3,5-di-tert-butyl-4-hydroxyp...